From a dataset of the Open Reaction Database (ORD), a public repository of structured organic reaction records. describe an organic reaction: reactants, conditions, products, and yield Starting materials: ClC=1C=NC=C(C1N1CCC(CC1)C(=O)N)Cl (1-(3,5-dichloropyridin-4-yl)piperidine-4-carboxamide), FC1=CC=C(C=C1)B(O)O (4-fluorobenzene boronic acid), C([O-])([O-])=O.[Na+].[Na+] (sodium carbonate). Reagents/catalysts: C=1C=CC(=CC1)[P](C=2C=CC=CC2)(C=3C=CC=CC3)[Pd]([P](C=4C=CC=CC4)(C=5C=CC=CC5)C=6C=CC=CC6)([P](C=7C=CC=CC7)(C=8C=CC=CC8)C=9C=CC=CC9)[P](C=1C=CC=CC1)(C=1C=CC=CC1)C=1C=CC=CC1 (tetrakis(triphenylphosphine)palladium(0)). The solvent is C(C)#N (acetonitrile). The product is ClC=1C=NC=C(C1N1CCC(CC1)C(=O)N)C1=CC=C(C=C1)F (1-(3-chloro-5-(4-fluorophenyl)pyridin-4-yl)piperidine-4-carboxamide). The yield is 64.7%. Reaction SMILES: Cl[C:2]1[CH:3]=[N:4][CH:5]=[C:6]([Cl:17])[C:7]=1[N:8]1[CH2:13][CH2:12][CH:11]([C:14]([NH2:16])=[O:15])[CH2:10][CH2:9]1.[F:18][C:19]1[CH:24]=[CH:23][C:22](B(O)O)=[CH:21][CH:20]=1.C(=O)([O-])[O-].[Na+].[Na+]>C1C=CC([P]([Pd]([P](C2C=CC=CC=2)(C2C=CC=CC=2)C2C=CC=CC=2)([P](C2C=CC=CC=2)(C2C=CC=CC=2)C2C=CC=CC=2)[P](C2C=CC=CC=2)(C2C=CC=CC=2)C2C=CC=CC=2)(C2C=CC=CC=2)C2C=CC=CC=2)=CC=1.C(#N)C>[Cl:17][C:6]1[CH:5]=[N:4][CH:3]=[C:2]([C:22]2[CH:23]=[CH:24][C:19]([F:18])=[CH:20][CH:21]=2)[C:7]=1[N:8]1[CH2:13][CH2:12][CH:11]([C:14]([NH2:16])=[O:15])[CH2:10][CH2:9]1 |f:2.3.4,^1:37,39,58,77|. Procedure details: General procedure D was followed using 1-(3,5-dichloropyridin-4-yl)piperidine-4-carboxamide (24 mg, 0.088 mmol), 4-fluorobenzene boronic acid (15 mg, 0.11 mmol) and tetrakis(triphenylphosphine)palladium(0) (5 mg, 5 mol %), acetonitrile (1 mL) and 0.5 M sodium carbonate (0.25 mL, 0.12 mmol) for 30 min. The crude product was purified by preparative tlc on silica gel (CH2Cl2, MeOH, 10:1) to give impure title compound (19 mg) which was further purified by preparative hplc (CH3CN, H2O, gradient 1:9 t...